This data is from the Open Reaction Database (ORD), a public repository of structured organic reaction records. The task is: describe an organic reaction: reactants, conditions, products, and yield The reactants are CCOCc1nc2c(N)nc3cc(Br)ccc3c2n1CCCCS(=O)(=O)NCc1ccc(OC)cc1, OB(O)c1cccnc1. Reaction SMILES: [NH2:1][c:2]1[n:3][c:4]2[cH:5][c:6]([Br:36])[cH:7][cH:8][c:9]2[c:10]2[c:11]1[n:12][c:13]([CH2:32][O:33][CH2:34][CH3:35])[n:14]2[CH2:15][CH2:16][CH2:17][CH2:18][S:19](=[O:20])(=[O:21])[NH:22][CH2:23][c:24]1[cH:25][cH:26][c:27]([O:30][CH3:31])[cH:28][cH:29]1.[n:37]1[cH:38][c:39]([B:43]([OH:44])[OH:45])[cH:40][cH:41][cH:42]1>>[NH2:1][c:2]1[n:3][c:4]2[cH:5][c:6](-[c:39]3[cH:38][n:37][cH:42][cH:41][cH:40]3)[cH:7][cH:8][c:9]2[c:10]2[c:11]1[n:12][c:13]([CH2:32][O:33][CH2:34][CH3:35])[n:14]2[CH2:15][CH2:16][CH2:17][CH2:18][S:19](=[O:20])(=[O:21])[NH:22][CH2:23][c:24]1[cH:25][cH:26][c:27]([O:30][CH3:31])[cH:28][cH:29]1. Yields the product CCOCc1nc2c(N)nc3cc(-c4cccnc4)ccc3c2n1CCCCS(=O)(=O)NCc1ccc(OC)cc1. The reactants are O=C(c1ncc[nH]1)c1ncc[nH]1, O=C(O)CNC(=O)OCc1ccccc1, COC(=O)C(N)Cc1ccccc1, C1CCOC1, O. Product: COC(=O)C(Cc1ccccc1)NC(=O)CNC(=O)OCc1ccccc1. RXN SMILES: [C:1]([c:2]1[nH:3][cH:4][cH:5][n:6]1)([c:7]1[nH:8][cH:9][cH:10][n:11]1)=[O:12].[CH2:13]([c:14]1[cH:15][cH:16][cH:17][cH:18][cH:19]1)[O:20][C:21](=[O:22])[NH:23][CH2:24][C:25](=[O:26])[OH:27].[CH3:28][O:29][C:30]([CH:31]([NH2:32])[CH2:33][c:34]1[cH:35][cH:36][cH:37][cH:38][cH:39]1)=[O:40].[O:42]1[CH2:43][CH2:44][CH2:45][CH2:46]1.[OH2:41]>>[CH2:13]([c:14]1[cH:15][cH:16][cH:17][cH:18][cH:19]1)[O:20][C:21](=[O:22])[NH:23][CH2:24][C:25](=[O:27])[NH:32][CH:31]([C:30]([O:29][CH3:28])=[O:40])[CH2:33][c:34]1[cH:35][cH:36][cH:37][cH:38][cH:39]1. Reactants: FC1=CC=C(C=C1)O (4-fluorophenol), [I-].[Na+] (sodium iodide), CC1=CC=C(C=C1)S(=O)(=O)[N-]Cl.O.O.O.[Na+] (Chloramine-T trihydrate), Cl (hydrochloric acid). Run in CN(C=O)C (dimethylformamide), O (water). Conditions: temperature 0 celsius, time 1 hour. Yields the product FC=1C=CC(=C(C1)I)O (5-Fluoro-2-hydroxyiodobenzene). Isolated yield 18.4%. Reaction SMILES: CC1C=CC(S([N-]Cl)(=O)=O)=CC=1.O.O.O.[Na+].[F:17][C:18]1[CH:23]=[CH:22][C:21]([OH:24])=[CH:20][CH:19]=1.[I-:25].[Na+].Cl>CN(C)C=O.O>[F:17][C:18]1[CH:23]=[CH:22][C:21]([OH:24])=[C:20]([I:25])[CH:19]=1 |f:0.1.2.3.4,6.7|. Procedure details: Chloramine-T trihydrate (50 g, 178 mmol) was added to a stirred, cooled (0° C.) solution of 4-fluorophenol (20 g, 178 mmol) and sodium iodide (26.7 g, 178 mmol) in dimethylformamide (250 mL). The mixture was stirred at 0° C. for 1 h., and poured into water (1000 mL). The mixture was acidified with hydrochloric acid (1M) and extracted with ether (4×200 mL). The combined organic fractions were washed with aqueous sodium thiosulfate (5%, 3×100 mL), water (2×50 mL) and brine (50 mL), dried (MgSO4) a... Starting materials: CCOC(=O)CC(=O)[O-], CCN=C=NCCCN(C)C, CN(C)c1ccncc1, Cl, CN(C)C=O, O, On1nnc2ccccc21, Nc1ccc(-c2ccccc2)cc1. Yields the product CCOC(=O)CC(=O)Nc1ccc(-c2ccccc2)cc1. As a reaction SMILES: [C:1]([CH2:2][C:3](=[O:4])[O-:5])(=[O:6])[O:7][CH2:8][CH3:9].[CH3:20][CH2:21][N:22]=[C:23]=[N:24][CH2:25][CH2:26][CH2:27][N:28]([CH3:29])[CH3:30].[CH3:50][N:51]([c:52]1[cH:53][cH:54][n:55][cH:56][cH:57]1)[CH3:58].[ClH:31].[O:45]=[CH:46][N:47]([CH3:48])[CH3:49].[OH2:59].[OH:10][n:11]1[c:12]2[c:13]([cH:14][cH:15][cH:16][cH:17]2)[n:18][n:19]1.[c:32]1(-[c:39]2[cH:40][cH:41][cH:42][cH:43][cH:44]2)[cH:33][cH:34][c:35]([NH2:38])[cH:36][cH:37]1>>[C:1]([CH2:2][C:3](=[O:5])[NH:38][c:35]1[cH:34][cH:33][c:32](-[c:39]2[cH:40][cH:41][cH:42][cH:43][cH:44]2)[cH:37][cH:36]1)(=[O:6])[O:7][CH2:8][CH3:9].